From a dataset of the Open Reaction Database (ORD), a public repository of structured organic reaction records. describe an organic reaction: reactants, conditions, products, and yield Reactants: O=C([O-])[O-], CC(=O)[O-], CC(=O)[O-], CCOC(=O)c1ccc2c(c1)CC(C)(C)C(c1cccc(Br)c1)N2, Cc1ccccc1, Clc1ccc(N2CCNCC2)cc1, Cl, [Cs+], [Cs+], [Pd+2]. Product: CCOC(=O)c1ccc2c(c1)CC(C)(C)C(c1cccc(N3CCN(c4ccc(Cl)cc4)CC3)c1)N2. Reaction SMILES: [C:25](=[O:26])([O-:27])[O-:28].[C:52]([O-:53])(=[O:54])[CH3:55].[C:57]([O-:58])(=[O:59])[CH3:60].[CH2:1]([CH3:2])[O:3][C:4](=[O:5])[c:6]1[cH:7][c:8]2[c:13]([cH:14][cH:15]1)[NH:12][CH:11]([c:16]1[cH:17][c:18]([Br:22])[cH:19][cH:20][cH:21]1)[C:10]([CH3:23])([CH3:24])[CH2:9]2.[CH3:45][c:46]1[cH:47][cH:48][cH:49][cH:50][cH:51]1.[Cl:32][c:33]1[cH:34][cH:35][c:36]([N:39]2[CH2:40][CH2:41][NH:42][CH2:43][CH2:44]2)[cH:37][cH:38]1.[ClH:31].[Cs+:29].[Cs+:30].[Pd+2:56]>>[CH2:1]([CH3:2])[O:3][C:4](=[O:5])[c:6]1[cH:7][c:8]2[c:13]([cH:14][cH:15]1)[NH:12][CH:11]([c:16]1[cH:17][c:18]([N:42]3[CH2:41][CH2:40][N:39]([c:36]4[cH:35][cH:34][c:33]([Cl:32])[cH:38][cH:37]4)[CH2:44][CH2:43]3)[cH:19][cH:20][cH:21]1)[C:10]([CH3:23])([CH3:24])[CH2:9]2. The reactants are OC=1C=C(C=CC1O)CCCCC(CCCCC)=O (1-(3,4-dihydroxyphenyl)-5-decanone), [BH4-].[Na+] (sodium borohydride). The solvent is CO (methanol). Conditions: time 30 minute. The product is OC=1C=C(C=CC1O)CCCCC(CCCCC)O (1-(3,4-dihydroxyphenyl)-5-decanol). As a reaction SMILES: [OH:1][C:2]1[CH:3]=[C:4]([CH2:9][CH2:10][CH2:11][CH2:12][C:13](=[O:19])[CH2:14][CH2:15][CH2:16][CH2:17][CH3:18])[CH:5]=[CH:6][C:7]=1[OH:8].[BH4-].[Na+]>CO>[OH:1][C:2]1[CH:3]=[C:4]([CH2:9][CH2:10][CH2:11][CH2:12][CH:13]([OH:19])[CH2:14][CH2:15][CH2:16][CH2:17][CH3:18])[CH:5]=[CH:6][C:7]=1[OH:8] |f:1.2|. Procedure details: In 1.5 ml of methanol was dissolved 150 mg of 1-(3,4-dihydroxyphenyl)-5-decanone and 20 mg of sodium borohydride was added to the solution under ice-cooling followed by stirring for 30 minutes. Then, the solvent was distilled off from the reaction mixture and after adding 10 ml of water to the residue thus formed, the product was extracted with ether. The extract was dried over anhydrous magnesium sulfate and the solvent was distilled off to provide white crystals of 1-(3,4-dihydroxyphenyl)-5-de... Starting materials: [Br-], O=C(Cl)Oc1ccc(Oc2ccc(C(F)(F)F)cn2)cc1, [K+], O=S1CCNCC1. The product is O=C(Oc1ccc(Oc2ccc(C(F)(F)F)cn2)cc1)N1CCS(=O)CC1. Reaction SMILES: [Br-:29].[Cl:1][C:2](=[O:3])[O:4][c:5]1[cH:6][cH:7][c:8]([O:11][c:12]2[n:13][cH:14][c:15]([C:18]([F:19])([F:20])[F:21])[cH:16][cH:17]2)[cH:9][cH:10]1.[K+:30].[S:22]1(=[O:28])[CH2:23][CH2:24][NH:25][CH2:26][CH2:27]1>>[C:2](=[O:3])([O:4][c:5]1[cH:6][cH:7][c:8]([O:11][c:12]2[n:13][cH:14][c:15]([C:18]([F:19])([F:20])[F:21])[cH:16][cH:17]2)[cH:9][cH:10]1)[N:25]1[CH2:24][CH2:23][S:22](=[O:28])[CH2:27][CH2:26]1.